Dataset: the Open Reaction Database (ORD), a public repository of structured organic reaction records. Task: describe an organic reaction: reactants, conditions, products, and yield Reactants: ClCC(=O)Cl (chloroacetyl chloride), C1(=CC=CC=C1)C (toluene). Product: ClCC(=O)C1=CC=C(C=C1)C (4-(2-chloroacetyl)toluene). As a reaction SMILES: [Cl:1][CH2:2][C:3](Cl)=[O:4].[C:6]1([CH3:12])[CH:11]=[CH:10][CH:9]=[CH:8][CH:7]=1>>[Cl:1][CH2:2][C:3]([C:9]1[CH:10]=[CH:11][C:6]([CH3:12])=[CH:7][CH:8]=1)=[O:4]. Procedure: reacting toluene with chloroacetyl chloride in the presence of a Friedel-Crafts catalyst in a suitable solvent to produce 4-(2-chloroacetyl)toluene, Reactants: FC(C=1C=C(C=C(C1)C(F)(F)F)[C@@H]1[C@@H](N(C(O1)=O)CC1=NC(=CC=C1C1=C(C=C(C(=C1)C(C)C)F)OC)Cl)C)(F)F ((4S,5R)-5-[3,5-bis(trifluoromethyl)phenyl]-3-{[6-chloro-3-(4-fluoro-5-isopropyl-2-methoxyphenyl)pyridin-2-yl]methyl}-4-methyl-1,3-oxazolidin-2-one), C(=C)(C)B(O)O (isopropenyl boronic acid), 1,1-Bis(di-t-Bu-phosphino)ferrocene palladium dichloride. The solvent is C1CCOC1 (THF), C([O-])([O-])=O.[K+].[K+] (potassium carbonate). Yields the product FC(C=1C=C(C=C(C1)C(F)(F)F)[C@@H]1[C@@H](N(C(O1)=O)CC1=NC(=CC=C1C1=C(C=C(C(=C1)C(C)C)F)OC)C(=C)C)C)(F)F ((4S,5R)-5-[3,5-bis(trifluoromethyl)phenyl]-3-{[3-(4-fluoro-5-isopropyl-2-methoxyphenyl)-6-isopropenylpyridin-2-yl]methyl}-4-methyl-1,3-oxazolidin-2-one). RXN SMILES: [F:1][C:2]([F:41])([F:40])[C:3]1[CH:4]=[C:5]([C@H:13]2[O:17][C:16](=[O:18])[N:15]([CH2:19][C:20]3[C:25]([C:26]4[CH:31]=[C:30]([CH:32]([CH3:34])[CH3:33])[C:29]([F:35])=[CH:28][C:27]=4[O:36][CH3:37])=[CH:24][CH:23]=[C:22](Cl)[N:21]=3)[C@H:14]2[CH3:39])[CH:6]=[C:7]([C:9]([F:12])([F:11])[F:10])[CH:8]=1.[C:42](B(O)O)([CH3:44])=[CH2:43]>C1COCC1.C(=O)([O-])[O-].[K+].[K+]>[F:1][C:2]([F:41])([F:40])[C:3]1[CH:4]=[C:5]([C@H:13]2[O:17][C:16](=[O:18])[N:15]([CH2:19][C:20]3[C:25]([C:26]4[CH:31]=[C:30]([CH:32]([CH3:34])[CH3:33])[C:29]([F:35])=[CH:28][C:27]=4[O:36][CH3:37])=[CH:24][CH:23]=[C:22]([C:42]([CH3:44])=[CH2:43])[N:21]=3)[C@H:14]2[CH3:39])[CH:6]=[C:7]([C:9]([F:12])([F:11])[F:10])[CH:8]=1 |f:3.4.5|. Reported procedure: A mixture of (4S,5R)-5-[3,5-bis(trifluoromethyl)phenyl]-3-{[6-chloro-3-(4-fluoro-5-isopropyl-2-methoxyphenyl)pyridin-2-yl]methyl}-4-methyl-1,3-oxazolidin-2-one (EXAMPLE 18) (43 mg, 0.071 mmol) and isopropenyl boronic acid (Molander, G. A.; et. al. J. Am. Chem. Soc. 2003, 125, 11148-11149) (122 mg, 1.42 mmol) in THF (3 mL) and 1N aqueous potassium carbonate (3 mL). 1,1-Bis(di-t-Bu-phosphino)ferrocene palladium dichloride (4.6 mg, 0.0071 mmol) was heated at 80° C. for 4 h in a sealed tube. The mix... Reactants: [O-][n+]1c(-c2cccc(Br)c2)cccc1C(F)(F)F, COc1cc(B(O)O)ccc1OCc1ccccc1, Cc1ccccc1, CCO, [Na+], [Na+], O=C([O-])[O-], c1ccc(P(c2ccccc2)(c2ccccc2)[Pd](P(c2ccccc2)(c2ccccc2)c2ccccc2)(P(c2ccccc2)(c2ccccc2)c2ccccc2)P(c2ccccc2)(c2ccccc2)c2ccccc2)cc1. Yields the product COc1cc(-c2cccc(-c3cccc(C(F)(F)F)[n+]3[O-])c2)ccc1OCc1ccccc1. Reaction SMILES: [Br:20][c:21]1[cH:22][c:23](-[c:27]2[n+:28]([O-:37])[c:29]([C:33]([F:34])([F:35])[F:36])[cH:30][cH:31][cH:32]2)[cH:24][cH:25][cH:26]1.[CH2:1]([c:2]1[cH:3][cH:4][cH:5][cH:6][cH:7]1)[O:8][c:9]1[c:10]([O:18][CH3:19])[cH:11][c:12]([B:15]([OH:16])[OH:17])[cH:13][cH:14]1.[CH3:44][c:45]1[cH:46][cH:47][cH:48][cH:49][cH:50]1.[CH3:51][CH2:52][OH:53].[Na+:38].[Na+:39].[O-:40][C:41](=[O:42])[O-:43].[cH:54]1[cH:55][cH:56][c:57]([P:58]([Pd:59]([P:60]([c:61]2[cH:62][cH:63][cH:64][cH:65][cH:66]2)([c:67]2[cH:68][cH:69][cH:70][cH:71][cH:72]2)[c:73]2[cH:74][cH:75][cH:76][cH:77][cH:78]2)([P:79]([c:80]2[cH:81][cH:82][cH:83][cH:84][cH:85]2)([c:86]2[cH:87][cH:88][cH:89][cH:90][cH:91]2)[c:92]2[cH:93][cH:94][cH:95][cH:96][cH:97]2)[P:98]([c:99]2[cH:100][cH:101][cH:102][cH:103][cH:104]2)([c:105]2[cH:106][cH:107][cH:108][cH:109][cH:110]2)[c:111]2[cH:112][cH:113][cH:114][cH:115][cH:116]2)([c:117]2[cH:118][cH:119][cH:120][cH:121][cH:122]2)[c:123]2[cH:124][cH:125][cH:126][cH:127][cH:128]2)[cH:129][cH:130]1>>[CH2:1]([c:2]1[cH:3][cH:4][cH:5][cH:6][cH:7]1)[O:8][c:9]1[c:10]([O:18][CH3:19])[cH:11][c:12](-[c:21]2[cH:22][c:23](-[c:27]3[n+:28]([O-:37])[c:29]([C:33]([F:34])([F:35])[F:36])[cH:30][cH:31][cH:32]3)[cH:24][cH:25][cH:26]2)[cH:13][cH:14]1. Reactants: CC(CN1CCN(CC1)C1=CC(=CC=C1)[N+](=O)[O-])(C)O (2-Methyl-1-[4-(3-nitro-phenyl)-piperazin-1-yl]-propan-2-ol), [H][H] (hydrogen). The reagents and catalysts are [Pd] (Palladium on Carbon). Run in CO (Methanol). Yields the product NC=1C=C(C=CC1)N1CCN(CC1)CC(C)(O)C (1-[4-(3-Amino-phenyl)-piperazin-1-yl]-2-methyl-propan-2-ol). Yield: 84.0%. RXN SMILES: [CH3:1][C:2]([OH:20])([CH3:19])[CH2:3][N:4]1[CH2:9][CH2:8][N:7]([C:10]2[CH:15]=[CH:14][CH:13]=[C:12]([N+:16]([O-])=O)[CH:11]=2)[CH2:6][CH2:5]1.[H][H]>CO.[Pd]>[NH2:16][C:12]1[CH:11]=[C:10]([N:7]2[CH2:6][CH2:5][N:4]([CH2:3][C:2]([CH3:19])([OH:20])[CH3:1])[CH2:9][CH2:8]2)[CH:15]=[CH:14][CH:13]=1. Procedure details: 2-Methyl-1-[4-(3-nitro-phenyl)-piperazin-1-yl]-propan-2-ol (1.60 g, 0.00573 mol) was dissolved in Methanol (40 mL) and the solution was carefully added to a Parr vessel containing 10% Palladium on Carbon (90.10, carbon black. Palladium, 0.750 g, 0.0562 mol) under nitrogen. The reaction was then placed on a Parr apparatus and was allowed to shake until uptake of hydrogen ceased (overnight). Catalyst was filtered and the filtrate was reduced to provide 1.20 grams of 1-[4-(3-Amino-phenyl)-piperazin...